Dataset: the Open Reaction Database (ORD), a public repository of structured organic reaction records. Task: describe an organic reaction: reactants, conditions, products, and yield Starting materials: ClC1=C(C=CC=C1)NC(NC=1C=CC(=NC1)C1=CC=C2CN(C(C2=C1)=O)[C@H](C(=O)OC)C(C)C)=O ((S)-Methyl 2-(6-(5-(3-(2-chlorophenyl)ureido)pyridin-2-yl)-1-oxoisoindolin-2-yl)-3-methylbutanoate), Cl (HCl), CO (MeOH), [Li+].[OH-] (LiOH). The solvent is C1CCOC1 (THF), O (water). Conditions: time 2.5 hour. The product is ClC1=C(C=CC=C1)NC(NC=1C=CC(=NC1)C1=CC=C2CN(C(C2=C1)=O)[C@H](C(=O)O)C(C)C)=O ((S)-2-(6-(5-(3-(2-Chlorophenyl)ureido)pyridin-2-yl)-1-oxoisoindolin-2-yl)-3-methylbutanoic acid). RXN SMILES: [Cl:1][C:2]1[CH:7]=[CH:6][CH:5]=[CH:4][C:3]=1[NH:8][C:9](=[O:35])[NH:10][C:11]1[CH:12]=[CH:13][C:14]([C:17]2[CH:25]=[C:24]3[C:20]([CH2:21][N:22]([C@@H:27]([CH:32]([CH3:34])[CH3:33])[C:28]([O:30]C)=[O:29])[C:23]3=[O:26])=[CH:19][CH:18]=2)=[N:15][CH:16]=1.CO.[Li+].[OH-].Cl>C1COCC1.O>[Cl:1][C:2]1[CH:7]=[CH:6][CH:5]=[CH:4][C:3]=1[NH:8][C:9](=[O:35])[NH:10][C:11]1[CH:12]=[CH:13][C:14]([C:17]2[CH:25]=[C:24]3[C:20]([CH2:21][N:22]([C@@H:27]([CH:32]([CH3:33])[CH3:34])[C:28]([OH:30])=[O:29])[C:23]3=[O:26])=[CH:19][CH:18]=2)=[N:15][CH:16]=1 |f:2.3|. Reported procedure: The compound of example 393 (75 mg, 0.150 mmol) was taken in THF (3 mL) and MeOH (1 mL) and to this reaction mixture, 1 N LiOH (31.47 mg, 0.75 mmol) was added and stirred at room temperature for 2-3 h. After completion of the reaction, solvent was evaporated and the residue obtained was dissolved in water and acidified with 1 N HCl to obtain the title compound, which was filtered and dried.